This data is from the Open Reaction Database (ORD), a public repository of structured organic reaction records. The task is: describe an organic reaction: reactants, conditions, products, and yield Reactants: O=C([O-])[O-], COc1cc(OCCN(C)C)ccc1N, COC(=O)c1cccc(I)c1C(=O)OC, Cc1ccccc1, ClCCl, [Cs+], [Cs+], O=C(C=Cc1ccccc1)C=Cc1ccccc1, O=C(C=Cc1ccccc1)C=Cc1ccccc1, O=C(C=Cc1ccccc1)C=Cc1ccccc1, [Pd], [Pd]. Product: COC(=O)c1cccc(Nc2ccc(OCCN(C)C)cc2OC)c1C(=O)OC. Reaction SMILES: [C:31](=[O:32])([O-:33])[O-:34].[CH3:16][N:17]([CH2:18][CH2:19][O:20][c:21]1[cH:22][c:23]([O:28][CH3:29])[c:24]([NH2:27])[cH:25][cH:26]1)[CH3:30].[CH3:1][O:2][C:3]([c:4]1[c:5]([C:6](=[O:7])[O:8][CH3:9])[c:10]([I:14])[cH:11][cH:12][cH:13]1)=[O:15].[CH3:37][c:38]1[cH:39][cH:40][cH:41][cH:42][cH:43]1.[Cl:44][CH2:45][Cl:46].[Cs+:35].[Cs+:36].[O:49]=[C:50]([CH:51]=[CH:52][c:53]1[cH:54][cH:55][cH:56][cH:57][cH:58]1)[CH:59]=[CH:60][c:61]1[cH:62][cH:63][cH:64][cH:65][cH:66]1.[O:67]=[C:68]([CH:69]=[CH:70][c:71]1[cH:72][cH:73][cH:74][cH:75][cH:76]1)[CH:77]=[CH:78][c:79]1[cH:80][cH:81][cH:82][cH:83][cH:84]1.[O:85]=[C:86]([CH:87]=[CH:88][c:89]1[cH:90][cH:91][cH:92][cH:93][cH:94]1)[CH:95]=[CH:96][c:97]1[cH:98][cH:99][cH:100][cH:101][cH:102]1.[Pd:47].[Pd:48]>>[CH3:1][O:2][C:3]([c:4]1[c:5]([C:6](=[O:7])[O:8][CH3:9])[c:10]([NH:27][c:24]2[c:23]([O:28][CH3:29])[cH:22][c:21]([O:20][CH2:19][CH2:18][N:17]([CH3:16])[CH3:30])[cH:26][cH:25]2)[cH:11][cH:12][cH:13]1)=[O:15]. Yields the product NCC1=CC=C(C=C1)S(=O)(=O)NC(CCCCCCCCCCC)=O (4-Aminomethyl-N-(dodecanoyl)benzenesulfonamide). The yield is 128.9%. As a reaction SMILES: FC(F)(F)C(O)=O.C(OC(=O)[NH:14][CH2:15][C:16]1[CH:21]=[CH:20][C:19]([S:22](=[O:38])(=[O:37])[NH:23][C:24](=[O:36])[CH2:25][CH2:26][CH2:27][CH2:28][CH2:29][CH2:30][CH2:31][CH2:32][CH2:33][CH2:34][CH3:35])=[CH:18][CH:17]=1)(C)(C)C>ClCCl>[NH2:14][CH2:15][C:16]1[CH:21]=[CH:20][C:19]([S:22]([NH:23][C:24](=[O:36])[CH2:25][CH2:26][CH2:27][CH2:28][CH2:29][CH2:30][CH2:31][CH2:32][CH2:33][CH2:34][CH3:35])(=[O:37])=[O:38])=[CH:18][CH:17]=1. Solvent: ClCCl (dichloromethane). Reported procedure: Trifluoroacetic acid (25 ml) was at room temperature added to a solution of (4-(dodecanoylsulfamoyl)benzyl)carbamic acid tert-butyl ester (170 mg, 0.40 mmol) in dichloromethane (25 ml). The reaction mixture was stirred for 1 h at room temperature. The solvents were removed in vacuo. The residue was dissolved in dichloromethane (40 ml) and the solvent was removed in vacuo. The latter procedure was repeated once to give 0.19 g of the trifluoroacetic salt of 4-aminomethyl-N-(dodecanoyl)benzenesulfo... Run at time 1 hour. Starting materials: FC(C(=O)O)(F)F (Trifluoroacetic acid), C(C)(C)(C)OC(NCC1=CC=C(C=C1)S(NC(CCCCCCCCCCC)=O)(=O)=O)=O ((4-(dodecanoylsulfamoyl)benzyl)carbamic acid tert-butyl ester).